Dataset: the Open Reaction Database (ORD), a public repository of structured organic reaction records. Task: describe an organic reaction: reactants, conditions, products, and yield Starting materials: C=CC(C)C1=CC(O[Si](C)(C)C(C)(C)C)CC1=C, C1CCOC1. The product is C=CC(C)C1=CC(O)CC1=C. As a reaction SMILES: [C:1]([Si:2]([CH3:3])([CH3:4])[O:8][CH:9]1[CH:10]=[C:11]([CH:15]([CH:16]=[CH2:17])[CH3:18])[C:12](=[CH2:14])[CH2:13]1)([CH3:5])([CH3:6])[CH3:7].[O:19]1[CH2:20][CH2:21][CH2:22][CH2:23]1>>[OH:8][CH:9]1[CH:10]=[C:11]([CH:15]([CH:16]=[CH2:17])[CH3:18])[C:12](=[CH2:14])[CH2:13]1. Run in O (water), CCO (EtOH). Reactants: N1=C(C=CC2=CC=CC=C12)COC=1C=C(C=CC1)C(CC=1C=C(OCC(=O)OCC)C=CC1)=O (ethyl 2-(3-(2-(3-(2-quinolinylmethyloxy)phenyl)-2-oxoethyl)phenoxy)acetate), [BH4-].[Na+] (NaBH4). As a reaction SMILES: [N:1]1[C:10]2[C:5](=[CH:6][CH:7]=[CH:8][CH:9]=2)[CH:4]=[CH:3][C:2]=1[CH2:11][O:12][C:13]1[CH:14]=[C:15]([C:19](=[O:34])[CH2:20][C:21]2[CH:22]=[C:23]([CH:31]=[CH:32][CH:33]=2)[O:24][CH2:25][C:26]([O:28][CH2:29][CH3:30])=[O:27])[CH:16]=[CH:17][CH:18]=1.[BH4-].[Na+]>CCO.O>[N:1]1[C:10]2[C:5](=[CH:6][CH:7]=[CH:8][CH:9]=2)[CH:4]=[CH:3][C:2]=1[CH2:11][O:12][C:13]1[CH:14]=[C:15]([CH:19]([OH:34])[CH2:20][C:21]2[CH:22]=[C:23]([CH:31]=[CH:32][CH:33]=2)[O:24][CH2:25][C:26]([O:28][CH2:29][CH3:30])=[O:27])[CH:16]=[CH:17][CH:18]=1 |f:1.2|. Procedure: The product obtained from Step B (5 mmol) in 50 mL of EtOH is treated with (2 mmol) of NaBH4 at room temperature. After 30 min, the reaction mixture is diluted with water and extracted with EtOAc. The organic solution is dried and evaporated and purified by dry column chromatography to give ethyl 2-(3-(2-(3-(2-quinolinylmethyloxy)phenyl)-2-hydroxyethyl)phenoxy)acetate. Product: N1=C(C=CC2=CC=CC=C12)COC=1C=C(C=CC1)C(CC=1C=C(OCC(=O)OCC)C=CC1)O (ethyl 2-(3-(2-(3-(2-quinolinylmethyloxy)phenyl)-2-hydroxyethyl)phenoxy)acetate). Reaction conditions: time 30 minute. Reactants: NC1=CC=C2C=CC(=CC2=C1)C(=O)O (7-aminonaphthalene-2-carboxylic acid), Cl (HCl), C([O-])([O-])=O.[Na+].[Na+] (sodium carbonate), ClC(=O)OCC1C2=CC=CC=C2C=2C=CC=CC12 (9-fluorenylmethyl chloroformate). The solvent is O (water), O1CCOCC1 (dioxane). Conditions: time 15 minute. Product: C1=CC=CC=2C3=CC=CC=C3C(C12)OC(=O)NC1=CC=C2C=CC(=CC2=C1)C(=O)O (7-(fluoren-9-yloxycarbonylamino)naphthalene-2-carboxylic acid). As a reaction SMILES: [NH2:1][C:2]1[CH:11]=[C:10]2[C:5]([CH:6]=[CH:7][C:8]([C:12]([OH:14])=[O:13])=[CH:9]2)=[CH:4][CH:3]=1.[C:15](=[O:18])([O-])[O-:16].[Na+].[Na+].ClC(OC[CH:26]1[C:38]2[CH:37]=[CH:36][CH:35]=[CH:34][C:33]=2[C:32]2[C:27]1=[CH:28][CH:29]=[CH:30][CH:31]=2)=O.Cl>O.O1CCOCC1>[CH:28]1[C:27]2[CH:26]([O:16][C:15]([NH:1][C:2]3[CH:11]=[C:10]4[C:5]([CH:6]=[CH:7][C:8]([C:12]([OH:14])=[O:13])=[CH:9]4)=[CH:4][CH:3]=3)=[O:18])[C:38]3[C:33](=[CH:34][CH:35]=[CH:36][CH:37]=3)[C:32]=2[CH:31]=[CH:30][CH:29]=1 |f:1.2.3|. Reported procedure: To 0.504 g (2.70 mmol) of 7-aminonaphthalene-2-carboxylic acid (106; prepared according to the procedure in Harrison, H. A. and Royle, F. A. J. Chem. Soc., 1926, 84) was added 10 mL of dioxane, 5 mL of 10% sodium carbonate, and 35 mL of water. To this clear solution was added 0.786 g (2.97 mmol) of 9-fluorenylmethyl chloroformate, portionwise, over 15 minutes. After 3 hours, the reaction was acidified with 1N HCl and the resulting white precipitate was collected by vacuum filtration. This solid ... Reactants: [H-].[K+] (Potassium hydride), N1=C(C=CC=C1)CCCO (3-(2-pyridyl)propan-1-ol), C(CCC)[Sn](CCCC)(CCCC)CI (tributylstannylmethyl iodide). Solvent: O1CCCC1 (tetrahydrofuran), O1CCCC1 (tetrahydrofuran), CCOCC (ether). Run at time 30 minute. Yields the product C(CCC)[Sn](CCCC)(CCCC)COCCCC1=NC=CC=C1 (3-(2-Pyridyl)propyl tributylstannylmethyl ether). Reaction SMILES: [H-].[K+].[N:3]1[CH:8]=[CH:7][CH:6]=[CH:5][C:4]=1[CH2:9][CH2:10][CH2:11][OH:12].[CH2:13]([Sn:17]([CH2:26]I)([CH2:22][CH2:23][CH2:24][CH3:25])[CH2:18][CH2:19][CH2:20][CH3:21])[CH2:14][CH2:15][CH3:16]>O1CCCC1.CCOCC>[CH2:13]([Sn:17]([CH2:26][O:12][CH2:11][CH2:10][CH2:9][C:4]1[CH:5]=[CH:6][CH:7]=[CH:8][N:3]=1)([CH2:18][CH2:19][CH2:20][CH3:21])[CH2:22][CH2:23][CH2:24][CH3:25])[CH2:14][CH2:15][CH3:16] |f:0.1|. Procedure details: Potassium hydride (52 mg, 1.30 mmol) was added to a solution of 3-(2-pyridyl)propan-1-ol (161.8 mg, 1.18 mmol) in tetrahydrofuran (3 ml) at room temperature under argon. After 30 minutes, a solution of tributylstannylmethyl iodide (510 mg, 1.18 mmol) in tetrahydrofuran (0.5 ml) was added. After stirring was continued at room temperature for 9 days, the mixture was diluted with ether and washed thoroughly with water. Evaporation of the dried (magnesium sulphate) organic layer gave an oil, which w...